From a dataset of the Open Reaction Database (ORD), a public repository of structured organic reaction records. describe an organic reaction: reactants, conditions, products, and yield Starting materials: C(C)(C)(C)OC(NCCC1=CC(=CC=C1)OC1=NC=CC=C1[N+](=O)[O-])=O (tert-butyl[2-[3-(3-nitro-2-pyridyloxy)phenyl]ethyl]carbamate). The reagents and catalysts are [C].[Pd] (carbon palladium). Run in C(C)O (ethanol). The product is C(C)(C)(C)OC(NCCC1=CC(=CC=C1)OC1=NC=CC=C1N)=O (tert-butyl[2-[3-(3-amino-2-pyridyloxy)phenyl]ethyl]carbamate). The yield is 76.9%. Reaction SMILES: [C:1]([O:5][C:6](=[O:26])[NH:7][CH2:8][CH2:9][C:10]1[CH:15]=[CH:14][CH:13]=[C:12]([O:16][C:17]2[C:22]([N+:23]([O-])=O)=[CH:21][CH:20]=[CH:19][N:18]=2)[CH:11]=1)([CH3:4])([CH3:3])[CH3:2]>[C].[Pd].C(O)C>[C:1]([O:5][C:6](=[O:26])[NH:7][CH2:8][CH2:9][C:10]1[CH:15]=[CH:14][CH:13]=[C:12]([O:16][C:17]2[C:22]([NH2:23])=[CH:21][CH:20]=[CH:19][N:18]=2)[CH:11]=1)([CH3:4])([CH3:2])[CH3:3] |f:1.2|. Procedure: 5% carbon-palladium (3.0 g) was added to an ethanol (100 ml) solution of tert-butyl[2-[3-(3-nitro-2-pyridyloxy)phenyl]ethyl]carbamate (10.1 g, 28 mmols). The resulting mixture was hydrogenated at room temperature under atmospheric pressure. The catalyst was removed through filtration, and the filtrate was concentrated under reduced pressure. Thus was obtained an oil of tert-butyl[2-[3-(3-amino-2-pyridyloxy)phenyl]ethyl]carbamate (7.09 g, 76.9%). Yields the product CCc1cccc(CC)c1-c1nc(C)c(COc2cc(C(C)C)ccc2C)c(N2CCN(C(=O)OC(C)(C)C)CC2)n1. Reaction SMILES: [C:1]([CH3:2])([CH3:3])([CH3:4])[O:5][C:6](=[O:7])[N:8]1[CH2:9][CH2:10][N:11]([c:14]2[n:15][c:16]([Cl:33])[n:17][c:18]([CH3:32])[c:19]2[CH2:20][O:21][c:22]2[c:23]([CH3:31])[cH:24][cH:25][c:26]([CH:28]([CH3:29])[CH3:30])[cH:27]2)[CH2:12][CH2:13]1.[CH2:34]([CH3:35])[c:36]1[c:37]([B:44]([OH:45])[OH:46])[c:38]([CH2:42][CH3:43])[cH:39][cH:40][cH:41]1.[CH3:130][c:131]1[cH:132][cH:133][cH:134][cH:135][cH:136]1.[Na+:47].[Na+:48].[O-:49][C:50](=[O:51])[O-:52].[cH:53]1[cH:54][cH:55][c:56]([P:57]([Pd:58]([P:59]([c:60]2[cH:61][cH:62][cH:63][cH:64][cH:65]2)([c:66]2[cH:67][cH:68][cH:69][cH:70][cH:71]2)[c:72]2[cH:73][cH:74][cH:75][cH:76][cH:77]2)([P:78]([c:79]2[cH:80][cH:81][cH:82][cH:83][cH:84]2)([c:85]2[cH:86][cH:87][cH:88][cH:89][cH:90]2)[c:91]2[cH:92][cH:93][cH:94][cH:95][cH:96]2)[P:97]([c:98]2[cH:99][cH:100][cH:101][cH:102][cH:103]2)([c:104]2[cH:105][cH:106][cH:107][cH:108][cH:109]2)[c:110]2[cH:111][cH:112][cH:113][cH:114][cH:115]2)([c:116]2[cH:117][cH:118][cH:119][cH:120][cH:121]2)[c:122]2[cH:123][cH:124][cH:125][cH:126][cH:127]2)[cH:128][cH:129]1>>[C:1]([CH3:2])([CH3:3])([CH3:4])[O:5][C:6](=[O:7])[N:8]1[CH2:9][CH2:10][N:11]([c:14]2[n:15][c:16](-[c:37]3[c:36]([CH2:34][CH3:35])[cH:41][cH:40][cH:39][c:38]3[CH2:42][CH3:43])[n:17][c:18]([CH3:32])[c:19]2[CH2:20][O:21][c:22]2[c:23]([CH3:31])[cH:24][cH:25][c:26]([CH:28]([CH3:29])[CH3:30])[cH:27]2)[CH2:12][CH2:13]1. Starting materials: Cc1ccc(C(C)C)cc1OCc1c(C)nc(Cl)nc1N1CCN(C(=O)OC(C)(C)C)CC1, CCc1cccc(CC)c1B(O)O, Cc1ccccc1, [Na+], [Na+], O=C([O-])[O-], c1ccc(P(c2ccccc2)(c2ccccc2)[Pd](P(c2ccccc2)(c2ccccc2)c2ccccc2)(P(c2ccccc2)(c2ccccc2)c2ccccc2)P(c2ccccc2)(c2ccccc2)c2ccccc2)cc1. Reactants: [N+](=O)([O-])C=1NC2=C(N1)C=CC=C2 (nitrobenzimidazole), FC(C=1NC2=C(N1)C=CC(=C2)[N+](=O)[O-])(F)F (2-trifluoromethyl-5-nitrobenzimidazole), [N+](=O)([O-])C1=CC(=C(C=C1)N)N (4-nitro-1,2-phenylenediamine). The reagents and catalysts are [Pd] (Pd—C). Run in CO (MeOH), CCOC(=O)C (EtOAc), FC(C(=O)O)(F)F (trifluoroacetic acid). Run at time 12 hour. Product: FC(C=1NC2=C(N1)C=CC(=C2)N)(F)F (2-Trifluoromethyl-5-aminobenzimidazole). Yield: 80.0%. RXN SMILES: [N+](C1C=CC(N)=C(N)C=1)([O-])=O.[F:12][C:13]([F:27])([F:26])[C:14]1[NH:15][C:16]2[CH:22]=[C:21]([N+:23]([O-])=O)[CH:20]=[CH:19][C:17]=2[N:18]=1.[N+](C1NC2C=CC=CC=2N=1)([O-])=O>FC(F)(F)C(O)=O.CCOC(C)=O.CO.[Pd]>[F:27][C:13]([F:12])([F:26])[C:14]1[NH:15][C:16]2[CH:22]=[C:21]([NH2:23])[CH:20]=[CH:19][C:17]=2[N:18]=1. Procedure details: A solution of 4-nitro-1,2-phenylenediamine (3.0 g, 20 mmol) in 15 ml of trifluoroacetic acid was stirred at reflux for 12 h. The reaction mixture was concentrated in vacuo to yield a oily residue, which was dissolved in 100 ml of EtOAc and washed with aqueous NaHCO3. The organic layer was dried over MgSO4 and concentrated in vacuo to provide an oil which was characterized as 2-trifluoromethyl-5-nitrobenzimidazole and subjected to the following reaction without further purification. The nitrobenz...